This data is from the Open Reaction Database (ORD), a public repository of structured organic reaction records. The task is: describe an organic reaction: reactants, conditions, products, and yield Reactants: O (water), FC1=C(C=CC(=C1)SCC1=CC=C(C=C1)OC)[N+](=O)[O-] (2-fluoro-4-(4′-methoxy-benzylmercapto)nitrobenzene), NiCl2.6H2O, [BH4-].[Na+] (NaBH4). Solvent: CO (CH3OH). Reaction conditions: temperature 0 celsius, time 1 hour. Product: FC1=C(N)C=CC(=C1)SCC1=CC=C(C=C1)OC (2-fluoro-4-(4′-methoxybenzylmercapto)aniline). Reaction SMILES: [F:1][C:2]1[CH:7]=[C:6]([S:8][CH2:9][C:10]2[CH:15]=[CH:14][C:13]([O:16][CH3:17])=[CH:12][CH:11]=2)[CH:5]=[CH:4][C:3]=1[N+:18]([O-])=O.[BH4-].[Na+].O>CO>[F:1][C:2]1[CH:7]=[C:6]([S:8][CH2:9][C:10]2[CH:15]=[CH:14][C:13]([O:16][CH3:17])=[CH:12][CH:11]=2)[CH:5]=[CH:4][C:3]=1[NH2:18] |f:1.2|. Reported procedure: To a vigorously stirred ice-cold mixture of 2-fluoro-4-(4′-methoxy-benzylmercapto)nitrobenzene and NiCl2.6H2O (6.08 g, 25.6 mmol) in CH3OH was added NaBH4 (1.93 g, 51.1 mmol) in portions. The reaction mixture was stirred for 1 h at 0° C., then poured into cold water. The whole was extracted with CH2Cl2 (3×100 ml) and the combined organic layers were dried (Na2SO4), filtered, and evaporated to give 2-fluoro-4-(4′-methoxybenzylmercapto)aniline. MS (Cl) m/e 264 (M+H)+. Reported procedure: A mixture of 1-benzyl-5-hydroxy-2-oxo-3-phenyl-8-pyrazin-2-yl-1,2-dihydro-[1,7]naphthyridine-6-carboxylic acid methyl ester (40 mg, 0.086 mmol), β-alanine (768 mg, 8.62 mmol) and NaOMe solution (13 mL, 6.47 mmol, 0.5 M in MeOH) was refluxed for 16 h. After the mixture was cooled to r.t., the solvent was evaporated in vacuo. The residue was partitioned between EtOAc and water. 1 M HCl was added with vigorous stirring until pH was about 4. The aqueous layer was extracted with additional EtOAc, and... The product is C(C1=CC=CC=C1)N1C(C(=CC2=C(C(=NC(=C12)C1=NC=CN=C1)C(=O)NCCC(=O)O)O)C1=CC=CC=C1)=O (3-[(1-Benzyl-5-hydroxy-2-oxo-3-phenyl-8-pyrazin-2-yl-1,2-dihydro-[1,7]naphthyridine-6-carbonyl)-amino]-propionic acid). Starting materials: COC(=O)C=1C(=C2C=C(C(N(C2=C(N1)C1=NC=CN=C1)CC1=CC=CC=C1)=O)C1=CC=CC=C1)O (1-benzyl-5-hydroxy-2-oxo-3-phenyl-8-pyrazin-2-yl-1,2-dihydro-[1,7]naphthyridine-6-carboxylic acid methyl ester), NCCC(=O)O (β-alanine), C[O-].[Na+] (NaOMe). RXN SMILES: C[O:2][C:3]([C:5]1[C:6]([OH:35])=[C:7]2[C:12](=[C:13]([C:15]3[CH:20]=[N:19][CH:18]=[CH:17][N:16]=3)[N:14]=1)[N:11]([CH2:21][C:22]1[CH:27]=[CH:26][CH:25]=[CH:24][CH:23]=1)[C:10](=[O:28])[C:9]([C:29]1[CH:34]=[CH:33][CH:32]=[CH:31][CH:30]=1)=[CH:8]2)=O.[NH2:36][CH2:37][CH2:38][C:39]([OH:41])=[O:40].C[O-].[Na+]>>[CH2:21]([N:11]1[C:12]2[C:7](=[C:6]([OH:35])[C:5]([C:3]([NH:36][CH2:37][CH2:38][C:39]([OH:41])=[O:40])=[O:2])=[N:14][C:13]=2[C:15]2[CH:20]=[N:19][CH:18]=[CH:17][N:16]=2)[CH:8]=[C:9]([C:29]2[CH:30]=[CH:31][CH:32]=[CH:33][CH:34]=2)[C:10]1=[O:28])[C:22]1[CH:27]=[CH:26][CH:25]=[CH:24][CH:23]=1 |f:2.3|. Yield: 73.6%.